From a dataset of the Open Reaction Database (ORD), a public repository of structured organic reaction records. describe an organic reaction: reactants, conditions, products, and yield Starting materials: c1(ccccc1)CN, [B-](CC)(CC)CC.[K+], C1CN(C[C@@H](C1=O)O)S(=O)(=O)C. The reagents and catalysts are c1ccc(cc1)-c2c3ccccc3cc4ccccc24 (9-Phenylanthracene). Conditions: temperature 25 celsius, time 18 hour. The product is CS(=O)(=O)N1CC[C@@H](N)[C@@H](O)C1. RXN SMILES: [K+].CC[BH-](CC)CC.[NH2:1]Cc1ccccc1.[CH3:2][S:3]([N:6]1[CH2:12][C@H:10]([OH:11])[C:9](=O)[CH2:8][CH2:7]1)(=[O:5])=[O:4]>>[CH3:2][S:3]([N:6]1[CH2:12][C@H:10]([OH:11])[C@H:9]([NH2:1])[CH2:8][CH2:7]1)(=[O:5])=[O:4]. The reactants are CC1C(NC(N1C1=NC=C(C=C1)C(=O)N1CCN(CC1)C1=NC(=C(C=C1C)C)C)=O)=O (5-Methyl-1-{5-[4-(3,5,6-trimethylpyridin-2-yl)piperazine-1-carbonyl]pyridin-2-yl}imidazolidine-2,4-dione), O (Water), CC(C)([O-])C.[K+] (potassium tert-butoxide), CI (methyl iodide). Solvent: O1CCCC1 (tetrahydrofuran). Reaction conditions: time 24 hour. Yields the product CN1C(N(C(C1=O)C)C1=NC=C(C=C1)C(=O)N1CCN(CC1)C1=NC(=C(C=C1C)C)C)=O (3,5-dimethyl-1-{5-[4-(3,5,6-trimethylpyridin-2-yl)piperazine-1-carbonyl]pyridin-2-yl}-imidazolidine-2,4-dione). Yield: 80.7%. As a reaction SMILES: [CH3:1][CH:2]1[N:6]([C:7]2[CH:12]=[CH:11][C:10]([C:13]([N:15]3[CH2:20][CH2:19][N:18]([C:21]4[C:26]([CH3:27])=[CH:25][C:24]([CH3:28])=[C:23]([CH3:29])[N:22]=4)[CH2:17][CH2:16]3)=[O:14])=[CH:9][N:8]=2)[C:5](=[O:30])[NH:4][C:3]1=[O:31].[CH3:32]C(C)([O-])C.[K+].CI.O>O1CCCC1>[CH3:32][N:4]1[C:3](=[O:31])[CH:2]([CH3:1])[N:6]([C:7]2[CH:12]=[CH:11][C:10]([C:13]([N:15]3[CH2:20][CH2:19][N:18]([C:21]4[C:26]([CH3:27])=[CH:25][C:24]([CH3:28])=[C:23]([CH3:29])[N:22]=4)[CH2:17][CH2:16]3)=[O:14])=[CH:9][N:8]=2)[C:5]1=[O:30] |f:1.2|. Procedure details: 5-Methyl-1-{5-[4-(3,5,6-trimethylpyridin-2-yl)piperazine-1-carbonyl]pyridin-2-yl}imidazolidine-2,4-dione (60 mg) described in Example 549 was dissolved in tetrahydrofuran, potassium tert-butoxide (17 mg) and methyl iodide (9.3 μL) were added under ice-cooling, and the mixture was stirred at the same temperature for 15 min and at room temperature for 24 hr. Water was added to the reaction mixture, and the mixture was extracted with ethyl acetate. The organic layer was washed with water and satura... Reactants: CSC1=NC=CC2=C1C=C1C(CCN21)C(C(=O)OC)C(=O)OC (dimethyl 2-[1-(methylthio)-7,8-dihydro-6H-pyrido[3,4-b]-pyrrolizin-8-yl]malonate), CS(=O)C (DMSO), [Na+].[Cl-] (NaCl). Run in O (H2O). Run at time 18 hour. Yields the product CSC1=NC=CC2=C1C=C1C(CCN21)CC(=O)OC (methyl [1-(methylthio)-7,8-dihydro-6H-pyrido[3,4-b]pyrrolizin-8-yl]-acetate). RXN SMILES: [CH3:1][S:2][C:3]1[C:8]2[CH:9]=[C:10]3[N:14]([C:7]=2[CH:6]=[CH:5][N:4]=1)[CH2:13][CH2:12][CH:11]3[CH:15](C(OC)=O)[C:16]([O:18][CH3:19])=[O:17].CS(C)=O.[Na+].[Cl-]>O>[CH3:1][S:2][C:3]1[C:8]2[CH:9]=[C:10]3[N:14]([C:7]=2[CH:6]=[CH:5][N:4]=1)[CH2:13][CH2:12][CH:11]3[CH2:15][C:16]([O:18][CH3:19])=[O:17] |f:2.3|. Procedure: To a mixture of dimethyl 2-[1-(methylthio)-7,8-dihydro-6H-pyrido[3,4-b]-pyrrolizin-8-yl]malonate (0.59 g, 2.17 mmol) and DMSO (4mL) was added NaCl (0.45 g) in H2O (0.45 mL). After a period of 18 h at 150° C., the reaction mixture was partitioned between ETOAc and H2O. The organic phase was separated, dried over Na2SO4 and evaporated. The title compound was then purified by flash chromatography. Starting materials: C1CCOC1, COC(=O)Cc1ccc(OC)c(-c2ccc(C(F)(F)F)cc2CN(C)C(C)=O)c1, CO, ClCCl, [Na+], [OH-], O. Product: COc1ccc(CC(=O)O)cc1-c1ccc(C(F)(F)F)cc1CN(C)C(C)=O. Reaction SMILES: [CH2:34]1[O:35][CH2:36][CH2:37][CH2:38]1.[CH3:1][O:2][C:3]([CH2:4][c:5]1[cH:6][c:7](-[c:13]2[c:14]([CH2:23][N:24]([CH3:25])[C:26]([CH3:27])=[O:28])[cH:15][c:16]([C:19]([F:20])([F:21])[F:22])[cH:17][cH:18]2)[c:8]([O:11][CH3:12])[cH:9][cH:10]1)=[O:29].[CH3:30][OH:31].[Cl:39][CH2:40][Cl:41].[Na+:33].[OH-:32].[OH2:42]>>[O:2]=[C:3]([CH2:4][c:5]1[cH:6][c:7](-[c:13]2[c:14]([CH2:23][N:24]([CH3:25])[C:26]([CH3:27])=[O:28])[cH:15][c:16]([C:19]([F:20])([F:21])[F:22])[cH:17][cH:18]2)[c:8]([O:11][CH3:12])[cH:9][cH:10]1)[OH:29]. Starting materials: C(C)(=O)OC(C)=O (Acetic anhydride), ClC=1C=CC2=C(C=CO2)C1CCCN (3-(5-chloro-benzofuran-4-yl)-propylamine), ClC=1C(=CC2=C(C=CO2)C1)CCCN (3-(5-chloro-benzofuran-6-yl)-propylamine), N1=CC=CC=C1 (pyridine). The solvent is C1CCOC1 (THF). Conditions: time 3 hour. Product: ClC=1C=CC2=C(C=CO2)C1CCCNC(C)=O (N-[3-(5-Chloro-benzofuran-4-yl)-propyl]-acetamide). RXN SMILES: [C:1](OC(=O)C)(=[O:3])[CH3:2].[Cl:8][C:9]1[CH:10]=[CH:11][C:12]2[O:16][CH:15]=[CH:14][C:13]=2[C:17]=1[CH2:18][CH2:19][CH2:20][NH2:21].ClC1C(CCCN)=CC2OC=CC=2C=1.N1C=CC=CC=1>C1COCC1>[Cl:8][C:9]1[CH:10]=[CH:11][C:12]2[O:16][CH:15]=[CH:14][C:13]=2[C:17]=1[CH2:18][CH2:19][CH2:20][NH:21][C:1](=[O:3])[CH3:2]. Reported procedure: Acetic anhydride (1.95 ml) was added dropwise to a solution of 3-(5-chloro-benzofuran-4-yl)-propylamine mixture with 3-(5-chloro-benzofuran-6-yl)-propylamine (2.86 g) and pyridine (2.2 ml) in dry THF (70 ml) at 0° under nitrogen. The mixture was stirred at room temperature for 3 h, then evaporated to dryness in vacuo . The residue was purified by HPLC (CN-PK5-10530 column). Eluting with 5% isopropanol/heptane gave the title compound as a colourless solid (1.37 g) mp 82-83° C. Reactants: COC(=O)c1cccc(CN2CCCC2)c1, Cl. The product is Cl, O=C(O)c1cccc(CN2CCCC2)c1. Reaction SMILES: [CH3:1][O:2][C:3]([c:4]1[cH:5][c:6]([CH2:10][N:11]2[CH2:12][CH2:13][CH2:14][CH2:15]2)[cH:7][cH:8][cH:9]1)=[O:16].[ClH:17]>>[ClH:17].[O:2]=[C:3]([c:4]1[cH:5][c:6]([CH2:10][N:11]2[CH2:12][CH2:13][CH2:14][CH2:15]2)[cH:7][cH:8][cH:9]1)[OH:16].